Dataset: the Open Reaction Database (ORD), a public repository of structured organic reaction records. Task: describe an organic reaction: reactants, conditions, products, and yield The reactants are N1CCOCC1 (morpholine), ClC1=NC=2NC(NC(C2N1)=O)=O (8-Chloro-3,7-dihydro-1H-purine-2,6-dione), C([O-])([O-])=O.[Na+].[Na+] (sodium carbonate), ICCCCCCCC (1-iodooctane), Cl (HCl). The reagents and catalysts are C=1C=CC(=CC1)[P](C=2C=CC=CC2)(C=3C=CC=CC3)[Pd]([P](C=4C=CC=CC4)(C=5C=CC=CC5)C=6C=CC=CC6)([P](C=7C=CC=CC7)(C=8C=CC=CC8)C=9C=CC=CC9)[P](C=1C=CC=CC1)(C=1C=CC=CC1)C=1C=CC=CC1 (Tetrakis(triphenylphosphine)palladium(0)). Solvent: CN(C)C=O (DMF), CCOC(=O)C (EtOAc). Reaction conditions: time 65 hour. The product is ClC1=NC=2N(C(NC(C2N1)=O)=O)CCCCCCCC (8-Chloro-3-octyl-3,7-dihydro-1H-purine-2,6-dione). Reaction SMILES: [Cl:1][C:2]1[NH:10][C:9]2[C:8](=[O:11])[NH:7][C:6](=[O:12])[NH:5][C:4]=2[N:3]=1.C(=O)([O-])[O-].[Na+].[Na+].I[CH2:20][CH2:21][CH2:22][CH2:23][CH2:24][CH2:25][CH2:26][CH3:27].N1CCOCC1.Cl>CN(C=O)C.C1C=CC([P]([Pd]([P](C2C=CC=CC=2)(C2C=CC=CC=2)C2C=CC=CC=2)([P](C2C=CC=CC=2)(C2C=CC=CC=2)C2C=CC=CC=2)[P](C2C=CC=CC=2)(C2C=CC=CC=2)C2C=CC=CC=2)(C2C=CC=CC=2)C2C=CC=CC=2)=CC=1.CCOC(C)=O>[Cl:1][C:2]1[NH:10][C:9]2[C:8](=[O:11])[NH:7][C:6](=[O:12])[N:5]([CH2:20][CH2:21][CH2:22][CH2:23][CH2:24][CH2:25][CH2:26][CH3:27])[C:4]=2[N:3]=1 |f:1.2.3,^1:43,45,64,83|. Procedure: 8-Chloro-3,7-dihydro-1H-purine-2,6-dione (100 mg, 0.44 mmol) was stirred with sodium carbonate (52 mg, 0.49 mmol) in dry DMF (3 ml) for 20 min., then 1-iodooctane (118 mg, 0.49 mmol) was added and the mixture was stirred under nitrogen at 40 C for 65 h. After cooling to room temperature, the mixture was thoroughly degassed by evacuating the vessel and refilling with nitrogen several times. Tetrakis(triphenylphosphine)palladium(0) (102 mg, 0.09 mmol) was added, the mixture degassed again and then... Reactants: N[C@H]([C@@H](C(=O)NC1CC1)O)CC ((2S,3S)-3-amino-N-cyclopropyl-2-hydroxypentanamide), N[C@H](C(=O)O)CCC ((S)-2-aminopentanoic acid). The product is N[C@H]([C@@H](C(=O)NC1CC1)O)CCC ((2S,3S)-3-Amino-N-cyclopropyl-2-hydroxyhexanamide). As a reaction SMILES: [NH2:1][C@@H:2]([CH2:11][CH3:12])[C@H:3]([OH:10])[C:4]([NH:6][CH:7]1[CH2:9][CH2:8]1)=[O:5].N[C@@H:14](CCC)C(O)=O>>[NH2:1][C@@H:2]([CH2:11][CH2:12][CH3:14])[C@H:3]([OH:10])[C:4]([NH:6][CH:7]1[CH2:8][CH2:9]1)=[O:5]. Procedure details: The title compound was prepared in analogy to (2S,3S)-3-amino-N-cyclopropyl-2-hydroxypentanamide, Representative Procedure B, using (S)-2-aminopentanoic acid in the first step (step B1). Starting materials: Cl.BrC1=C(C=CC=C1)NN ((2-bromophenyl)hydrazine hydrochloride), O=C1CCN(CC1)C(=O)OCCCC (butyl 4-oxopiperidine-1-carboxylate), Cl (HCl). Product: BrC1=CC=CC=2C3=C(NC12)CCNC3 (6-bromo-2,3,4,5-tetrahydro-1H-pyrido[4,3-b]indole). Reported procedure: A mixture of (2-bromophenyl)hydrazine hydrochloride (2.24 g, 10.0 mmol; Aldrich) and tent-butyl 4-oxopiperidine-1-carboxylate (1.99 g, 10.0 mmol; Aldrich) was combined with a solution of HCl in acetic acid (1.0 M, 30 mL; Aldrich) in a sealed tube and stirred at 100° C. for 18 hours. The reaction mixture was concentrated under vacuum. The residue was partitioned between NaOH (1.0 M, 200 mL) and CH2Cl2 (3×200 mL). The combined organic extracts were dried (sodium sulfate) and concentrated under vac... As a reaction SMILES: Cl.[Br:2][C:3]1[CH:8]=[CH:7][CH:6]=[CH:5][C:4]=1[NH:9]N.O=[C:12]1[CH2:17][CH2:16][N:15](C(OCCCC)=O)[CH2:14][CH2:13]1.Cl>C(O)(=O)C>[Br:2][C:3]1[C:4]2[NH:9][C:12]3[CH2:17][CH2:16][NH:15][CH2:14][C:13]=3[C:5]=2[CH:6]=[CH:7][CH:8]=1 |f:0.1|. Reaction conditions: temperature 100 celsius, time 18 hour. Solvent: C(C)(=O)O (acetic acid). Reactants: FC(C(=O)O)(F)F (Trifluoroacetic acid), ice, C(C)(C)(C)OC(=O)CC(C(COC(C1=C(C=CC=C1Cl)Cl)=O)=O)NC(C(C)N1C(C2=CC=CC=C2C=C1)=O)=O (2,6-dichloro-benzoic acid 4-tert-butoxycarbonyl-2-oxo-3-[2-(1-oxo-1H-isoquinolin-2-yl)-propionylamino]-butyl ester). Solvent: ClCCl (dichloromethane). Conditions: temperature 0 celsius, time 0.5 hour. Yields the product C(=O)(O)CC(C(COC(C1=C(C=CC=C1Cl)Cl)=O)=O)NC(C(C)N1C(C2=CC=CC=C2C=C1)=O)=O (2,6-Dichloro-benzoic acid 4-carboxy-2-oxo-3-[2-(1-oxo-1H-isoquinolin-2-yl)-propionylamino]-butyl ester). Isolated yield 17.2%. Reaction SMILES: FC(F)(F)C(O)=O.C([O:12][C:13]([CH2:15][CH:16]([NH:31][C:32](=[O:46])[CH:33]([N:35]1[CH:44]=[CH:43][C:42]2[C:37](=[CH:38][CH:39]=[CH:40][CH:41]=2)[C:36]1=[O:45])[CH3:34])[C:17](=[O:30])[CH2:18][O:19][C:20](=[O:29])[C:21]1[C:26]([Cl:27])=[CH:25][CH:24]=[CH:23][C:22]=1[Cl:28])=[O:14])(C)(C)C>ClCCl>[C:13]([CH2:15][CH:16]([NH:31][C:32](=[O:46])[CH:33]([N:35]1[CH:44]=[CH:43][C:42]2[C:37](=[CH:38][CH:39]=[CH:40][CH:41]=2)[C:36]1=[O:45])[CH3:34])[C:17](=[O:30])[CH2:18][O:19][C:20](=[O:29])[C:21]1[C:22]([Cl:28])=[CH:23][CH:24]=[CH:25][C:26]=1[Cl:27])([OH:14])=[O:12]. Procedure: Trifluoroacetic acid (2 ml) was added to a stirred ice cold solution of 2,6-dichloro-benzoic acid 4-tert-butoxycarbonyl-2-oxo-3-[2-(1-oxo-1H-isoquinolin-2-yl)-propionylamino]-butyl ester (110 mg, 0.19 mmol) in anhydrous dichloromethane (2 ml). The mixture was stirred at 0° C. for 1 h and at room temperature for 0.5 h. The reaction mixture was concentrated under reduced pressure and then the residue was redissolved in dry dichloromethane. This process was repeated several times in order to remove... The reactants are BrC=1C=C(C#N)C=CC1OC(C)C (3-bromo-4-isopropoxybenzonitrile), NO (hydroxylamine). Solvent: CCO (EtOH). Run at temperature 65 celsius. Product: BrC=1C=C(/C(/N)=N/O)C=CC1OC(C)C ((Z)-3-bromo-N′-hydroxy-4-isopropoxybenzimidamide). The yield is 98.2%. As a reaction SMILES: [Br:1][C:2]1[CH:3]=[C:4]([CH:7]=[CH:8][C:9]=1[O:10][CH:11]([CH3:13])[CH3:12])[C:5]#[N:6].[NH2:14][OH:15]>CCO>[Br:1][C:2]1[CH:3]=[C:4]([CH:7]=[CH:8][C:9]=1[O:10][CH:11]([CH3:13])[CH3:12])/[C:5](=[N:14]/[OH:15])/[NH2:6]. Procedure: 3-bromo-4-isopropoxybenzonitrile (0.68 g, 2.83 mmol) and hydroxylamine (0.208 ml, 3.12 mmol) were combined in EtOH (20 ml). The reaction mixture was heated at 65° C. for 16 hr. The reaction mixture was concentrated to afford (Z)-3-bromo-N′-hydroxy-4-isopropoxybenzimidamide (0.76 g, 2.78 mmol, 98% yield) as pale yellow solid. LC/MS (Table 1, Method a) Rt=2.89 min.; MS m/z: 275.00 (M+H)+. The reactants are COc1ccc(O)cc1, COc1ccc2c(Cl)nc(Nc3cc(C)[nH]n3)cc2c1. The product is COc1ccc(Oc2nc(Nc3cc(C)[nH]n3)cc3cc(OC)ccc23)cc1. Reaction SMILES: [CH3:1][O:2][c:3]1[cH:4][cH:5][c:6]([OH:9])[cH:7][cH:8]1.[Cl:10][c:11]1[n:12][c:13]([NH:23][c:24]2[n:25][nH:26][c:27]([CH3:29])[cH:28]2)[cH:14][c:15]2[cH:16][c:17]([O:21][CH3:22])[cH:18][cH:19][c:20]12>>[CH3:1][O:2][c:3]1[cH:4][cH:5][c:6]([O:9][c:11]2[n:12][c:13]([NH:23][c:24]3[n:25][nH:26][c:27]([CH3:29])[cH:28]3)[cH:14][c:15]3[cH:16][c:17]([O:21][CH3:22])[cH:18][cH:19][c:20]23)[cH:7][cH:8]1. Starting materials: NC1=C2CCN(C(C2=CC=C1)C)C (5-amino-1,2-dimethyl-1,2,3,4-tetrahydroisoquinoline), ClC=1C(=CC(=C(C(=O)O)C1)OC)OCC (5-chloro-4-ethoxy-2-methoxybenzoic acid). The product is Cl.CC1N(CCC2=C(C=CC=C12)NC(C1=C(C=C(C(=C1)Cl)OCC)OC)=O)C ((±) N-(1,2-Dimethyl-1,2,3,4-tetrahydroisoquinolin-5-yl)-5-chloro-4-ethoxy-2-methoxybenzamide, hydrochloride), solid. As a reaction SMILES: [NH2:1][C:2]1[CH:11]=[CH:10][CH:9]=[C:8]2[C:3]=1[CH2:4][CH2:5][N:6]([CH3:13])[CH:7]2[CH3:12].[Cl:14][C:15]1[C:16]([O:26][CH2:27][CH3:28])=[CH:17][C:18]([O:24][CH3:25])=[C:19]([CH:23]=1)[C:20](O)=[O:21]>>[ClH:14].[CH3:12][CH:7]1[C:8]2[C:3](=[C:2]([NH:1][C:20](=[O:21])[C:19]3[CH:23]=[C:15]([Cl:14])[C:16]([O:26][CH2:27][CH3:28])=[CH:17][C:18]=3[O:24][CH3:25])[CH:11]=[CH:10][CH:9]=2)[CH2:4][CH2:5][N:6]1[CH3:13] |f:2.3|. Procedure details: The title compound was prepared in a similar fashion to Example 1 from 5-amino-1,2-dimethyl-1,2,3,4-tetrahydroisoquinoline and 5-chloro-4-ethoxy-2-methoxybenzoic acid. The crude product was recrystallised from methanol and ethyl acetate to afford a pale brown solid (319 mg). Reactants: C=C(OCC)[Sn](CCCC)(CCCC)CCCC, C1COCCO1, COC(=O)c1ccnc2c(Br)cccc12, Cl, O, c1ccc(P(c2ccccc2)(c2ccccc2)[Pd](P(c2ccccc2)(c2ccccc2)c2ccccc2)(P(c2ccccc2)(c2ccccc2)c2ccccc2)P(c2ccccc2)(c2ccccc2)c2ccccc2)cc1. Yields the product COC(=O)c1ccnc2c(C(C)=O)cccc12. RXN SMILES: [CH2:16]([CH3:17])[O:18][C:19]([Sn:20]([CH2:21][CH2:22][CH2:23][CH3:24])([CH2:25][CH2:26][CH2:27][CH3:28])[CH2:29][CH2:30][CH2:31][CH3:32])=[CH2:33].[CH2:36]1[O:37][CH2:38][CH2:39][O:40][CH2:41]1.[CH3:1][O:2][C:3](=[O:4])[c:5]1[cH:6][cH:7][n:8][c:9]2[c:10]([Br:15])[cH:11][cH:12][cH:13][c:14]12.[ClH:34].[OH2:35].[cH:42]1[cH:43][cH:44][c:45]([P:46]([Pd:47]([P:48]([c:49]2[cH:50][cH:51][cH:52][cH:53][cH:54]2)([c:55]2[cH:56][cH:57][cH:58][cH:59][cH:60]2)[c:61]2[cH:62][cH:63][cH:64][cH:65][cH:66]2)([P:67]([c:68]2[cH:69][cH:70][cH:71][cH:72][cH:73]2)([c:74]2[cH:75][cH:76][cH:77][cH:78][cH:79]2)[c:80]2[cH:81][cH:82][cH:83][cH:84][cH:85]2)[P:86]([c:87]2[cH:88][cH:89][cH:90][cH:91][cH:92]2)([c:93]2[cH:94][cH:95][cH:96][cH:97][cH:98]2)[c:99]2[cH:100][cH:101][cH:102][cH:103][cH:104]2)([c:105]2[cH:106][cH:107][cH:108][cH:109][cH:110]2)[c:111]2[cH:112][cH:113][cH:114][cH:115][cH:116]2)[cH:117][cH:118]1>>[CH3:1][O:2][C:3](=[O:4])[c:5]1[cH:6][cH:7][n:8][c:9]2[c:10]([C:16]([CH3:17])=[O:18])[cH:11][cH:12][cH:13][c:14]12. The reactants are C1COCCN1, ClCCl, Clc1ccccc1, O=S(=O)(Cl)Cl, O=S(=O)(Cl)Cl, c1ccncc1. The product is O=S(=O)(c1ccccc1Cl)N1CCOCC1. Reaction SMILES: [CH2:19]1[CH2:20][O:21][CH2:22][CH2:23][NH:24]1.[Cl:30][CH2:31][Cl:32].[Cl:6][c:7]1[cH:8][cH:9][cH:10][cH:11][cH:12]1.[S:1](=[O:2])(=[O:3])([Cl:4])[Cl:5].[S:25]([Cl:26])([Cl:27])(=[O:28])=[O:29].[cH:13]1[cH:14][cH:15][n:16][cH:17][cH:18]1>>[S:1](=[O:2])(=[O:3])([c:8]1[c:7]([Cl:6])[cH:12][cH:11][cH:10][cH:9]1)[N:24]1[CH2:19][CH2:20][O:21][CH2:22][CH2:23]1.